Dataset: the Open Reaction Database (ORD), a public repository of structured organic reaction records. Task: describe an organic reaction: reactants, conditions, products, and yield Reactants: C1(CCCCC1)C=1C2=C(NC1C1=C(C(=CC=C1)[N+](=O)[O-])OCCOC1OCCCC1)C=C(S2)C(=O)OC (methyl 6-cyclohexyl-5-{3-nitro-2-[2-(tetrahydropyran-2-yloxy)ethoxy]phenyl}-4H-thieno[3,2-b]pyrrole-2-carboxylate), Cl (hydrochloric acid), O (Water). Solvent: O1CCCC1 (tetrahydrofuran), CO (methanol). Run at time 2 hour. The product is C1(CCCCC1)C=1C2=C(NC1C1=C(C(=CC=C1)[N+](=O)[O-])OCCO)C=C(S2)C(=O)OC (methyl 6-cyclohexyl-5-[2-(2-hydroxyethyloxy)-3-nitrophenyl]-4H-thieno[3,2-b]pyrrole-2-carboxylate). Isolated yield 86.7%. RXN SMILES: [CH:1]1([C:7]2[C:8]3[S:33][C:32]([C:34]([O:36][CH3:37])=[O:35])=[CH:31][C:9]=3[NH:10][C:11]=2[C:12]2[CH:17]=[CH:16][CH:15]=[C:14]([N+:18]([O-:20])=[O:19])[C:13]=2[O:21][CH2:22][CH2:23][O:24]C2CCCCO2)[CH2:6][CH2:5][CH2:4][CH2:3][CH2:2]1.Cl.O>O1CCCC1.CO>[CH:1]1([C:7]2[C:8]3[S:33][C:32]([C:34]([O:36][CH3:37])=[O:35])=[CH:31][C:9]=3[NH:10][C:11]=2[C:12]2[CH:17]=[CH:16][CH:15]=[C:14]([N+:18]([O-:20])=[O:19])[C:13]=2[O:21][CH2:22][CH2:23][OH:24])[CH2:6][CH2:5][CH2:4][CH2:3][CH2:2]1. Reported procedure: To a solution of methyl 6-cyclohexyl-5-{3-nitro-2-[2-(tetrahydropyran-2-yloxy)ethoxy]phenyl}-4H-thieno[3,2-b]pyrrole-2-carboxylate (863 mg, 1.63 mmol) in tetrahydrofuran (4.0 ml) and methanol (4.0 ml) was added 6N hydrochloric acid (4.0 ml) and the mixture was stirred at room temperature for 2 hr. Water was added to the reaction mixture, and the mixture was extracted with ethyl acetate. The organic layer was washed with saturated brine, and dried over anhydrous sodium sulfate. After filtration, ... Starting materials: BrB(Br)Br, COc1ccc(-c2cnc(Nc3ccc(F)cc3)n(Cc3ccccc3)c2=O)cc1F, ClCCl. The product is O=c1c(-c2ccc(O)c(F)c2)cnc(Nc2ccc(F)cc2)n1Cc1ccccc1. RXN SMILES: [B:32]([Br:33])([Br:34])[Br:35].[CH2:1]([c:2]1[cH:3][cH:4][cH:5][cH:6][cH:7]1)[n:8]1[c:9]([NH:24][c:25]2[cH:26][cH:27][c:28]([F:31])[cH:29][cH:30]2)[n:10][cH:11][c:12](-[c:15]2[cH:16][c:17]([F:23])[c:18]([O:21][CH3:22])[cH:19][cH:20]2)[c:13]1=[O:14].[Cl:36][CH2:37][Cl:38]>>[CH2:1]([c:2]1[cH:3][cH:4][cH:5][cH:6][cH:7]1)[n:8]1[c:9]([NH:24][c:25]2[cH:26][cH:27][c:28]([F:31])[cH:29][cH:30]2)[n:10][cH:11][c:12](-[c:15]2[cH:16][c:17]([F:23])[c:18]([OH:21])[cH:19][cH:20]2)[c:13]1=[O:14]. Reaction SMILES: [CH:1]1[C:10]2[C:5](=[CH:6][CH:7]=[CH:8][CH:9]=2)[CH:4]=[CH:3][C:2]=1[C:11]([NH2:13])=[NH:12].[Cl:14][C:15]1[CH:26]=[C:25]([Cl:27])[CH:24]=[CH:23][C:16]=1[CH:17]=[C:18]([C:21]#[N:22])[C:19]#[N:20]>>[NH2:22][CH2:21][C:18]1[C:19]([NH2:20])=[N:12][C:11]([C:2]2[CH:3]=[CH:4][C:5]3[C:10](=[CH:9][CH:8]=[CH:7][CH:6]=3)[CH:1]=2)=[N:13][C:17]=1[C:16]1[CH:23]=[CH:24][C:25]([Cl:27])=[CH:26][C:15]=1[Cl:14]. The reactants are C1=C(C=CC2=CC=CC=C12)C(=N)N (naphthalene-2-carboxamidine), ClC1=C(C=C(C#N)C#N)C=CC(=C1)Cl (2-(2,4-dichloro-benzylidene)-malononitrile). Yields the product NCC=1C(=NC(=NC1C1=C(C=C(C=C1)Cl)Cl)C1=CC2=CC=CC=C2C=C1)N (5-Aminomethyl-6-(2,4-dichloro-phenyl)-2-naphthalen-2-yl-pyrimidin-4-ylamine). Procedure: The title compound, MS: m/e=394.9 (M+H+), was prepared from naphthalene-2-carboxamidine and 2-(2,4-dichloro-benzylidene)-malononitrile in analogy to the process described in Example 11 as a solid. Reactants: FC1=CC=C(C=C1)C1=NN(C(=C1C#CC1=CC=CC=C1)NC(C)=O)CCN1CCOCC1 (N-(3-(4-fluorophenyl)-1-(2-morpholinoethyl)-4-(phenylethynyl)-1H-pyrazol-5-yl)acetamide). Solvent: C(C)O (ethanol), [OH-].[Na+] (NaOH). The product is FC1=CC=C(C=C1)C1=NN(C(=C1C#CC1=CC=CC=C1)N)CCN1CCOCC1 (3-(4-fluorophenyl)-1-(2-morpholinoethyl)-4-(phenylethynyl)-1H-pyrazol-5-amine). Isolated yield 103.2%. As a reaction SMILES: [F:1][C:2]1[CH:7]=[CH:6][C:5]([C:8]2[C:12]([C:13]#[C:14][C:15]3[CH:20]=[CH:19][CH:18]=[CH:17][CH:16]=3)=[C:11]([NH:21]C(=O)C)[N:10]([CH2:25][CH2:26][N:27]3[CH2:32][CH2:31][O:30][CH2:29][CH2:28]3)[N:9]=2)=[CH:4][CH:3]=1>C(O)C.[OH-].[Na+]>[F:1][C:2]1[CH:7]=[CH:6][C:5]([C:8]2[C:12]([C:13]#[C:14][C:15]3[CH:16]=[CH:17][CH:18]=[CH:19][CH:20]=3)=[C:11]([NH2:21])[N:10]([CH2:25][CH2:26][N:27]3[CH2:32][CH2:31][O:30][CH2:29][CH2:28]3)[N:9]=2)=[CH:4][CH:3]=1 |f:2.3|. Procedure details: A solution of N-(3-(4-fluorophenyl)-1-(2-morpholinoethyl)-4-(phenylethynyl)-1H-pyrazol-5-yl)acetamide (141 mg, 0.32 mmol) in ethanol (1.5 mL) and 25% NaOH (1.5 mL) was heated to 83° C. for 16 h. The reaction mixture was partitioned between ethyl acetate and water. The aqueous phase was washed with ethyl acetate and the organic phases combined, dried over MgSO4, filtered and evaporated to give 3-(4-fluorophenyl)-1-(2-morpholinoethyl)-4-(phenylethynyl)-1H-pyrazol-5-amine as a solid (129 mg) which ...